This data is from the Open Reaction Database (ORD), a public repository of structured organic reaction records. The task is: describe an organic reaction: reactants, conditions, products, and yield The product is N#Cc1c(OCc2ccc3ccccc3n2)nc(N)nc1-c1ccco1. Starting materials: O=C([O-])[O-], ClCc1ccc2ccccc2n1, Cl, [Cs+], [Cs+], N#Cc1c(-c2ccco2)nc(N)[nH]c1=O, CN(C)C=O. Reaction SMILES: [C:16](=[O:17])([O-:18])[O-:19].[Cl:23][CH2:24][c:25]1[n:26][c:27]2[cH:28][cH:29][cH:30][cH:31][c:32]2[cH:33][cH:34]1.[ClH:22].[Cs+:20].[Cs+:21].[NH2:1][c:2]1[nH:3][c:4](=[O:15])[c:5]([C:13]#[N:14])[c:6](-[c:8]2[o:9][cH:10][cH:11][cH:12]2)[n:7]1.[O:35]=[CH:36][N:37]([CH3:38])[CH3:39]>>[NH2:1][c:2]1[n:3][c:4]([O:15][CH2:24][c:25]2[n:26][c:27]3[cH:28][cH:29][cH:30][cH:31][c:32]3[cH:33][cH:34]2)[c:5]([C:13]#[N:14])[c:6](-[c:8]2[o:9][cH:10][cH:11][cH:12]2)[n:7]1. The reactants are O=C([O-])[O-], CS(C)=O, O=Cc1cc(-c2cc(Cl)ccc2O)ccn1, [K+], [K+], O, CC(C)(C)OC(=O)N(c1cscn1)S(=O)(=O)c1cc(F)c(F)cc1F. Yields the product CC(C)(C)OC(=O)N(c1cscn1)S(=O)(=O)c1cc(F)c(Oc2ccc(Cl)cc2-c2ccnc(C=O)c2)cc1F. As a reaction SMILES: [C:42](=[O:43])([O-:44])[O-:45].[CH3:49][S:50](=[O:51])[CH3:52].[Cl:1][c:2]1[cH:3][cH:4][c:5]([OH:16])[c:6](-[c:8]2[cH:9][c:10]([CH:14]=[O:15])[n:11][cH:12][cH:13]2)[cH:7]1.[K+:46].[K+:47].[OH2:48].[s:17]1[cH:18][n:19][c:20]([N:22]([C:23]([O:24][C:25]([CH3:26])([CH3:27])[CH3:28])=[O:29])[S:30](=[O:31])(=[O:32])[c:33]2[c:34]([F:41])[cH:35][c:36]([F:40])[c:37]([F:39])[cH:38]2)[cH:21]1>>[Cl:1][c:2]1[cH:3][cH:4][c:5]([O:16][c:36]2[cH:35][c:34]([F:41])[c:33]([S:30]([N:22]([c:20]3[n:19][cH:18][s:17][cH:21]3)[C:23]([O:24][C:25]([CH3:26])([CH3:27])[CH3:28])=[O:29])(=[O:31])=[O:32])[cH:38][c:37]2[F:39])[c:6](-[c:8]2[cH:9][c:10]([CH:14]=[O:15])[n:11][cH:12][cH:13]2)[cH:7]1. Reaction conditions: temperature 100 celsius. Yield: 62.1%. Starting materials: C1=CC=C(C(=C1)CN)F, C1=CC=C(C=C1)NC2=NC=CC(=C2)Cl. The product is C1=CC=C(C=C1)NC2=NC=CC(=C2)NCC3=CC=CC=C3F. Reported procedure: (2-fluorophenyl)methanamine (67.3 mg, 0.54 mmol), 4-chloro-N- phenylpyridin-2-amine (100 mg, 0.49 mmol) and sodium 2-methylpropan-2-olate (94 mg, 0.98 mmol) were suspended in DMA (2 mL) and sealed into a microwave tube. Nitrogen was bubbled through the reaction mixture for 5 minutes. (R)-(-)-1-[(S)-2-(DICYCLOHEXYLPHOSPHINO)FERROCENYL]ETHYLDI-T-BUTYLPHOSPHINE (32.5 mg, 0.06 mmol) and diacetoxypalladium (8.78 mg, 0.04 mmol) were added to the reaction mixture and nitrogen was bubbled through the re... Run in CC(=O)N(C)C. Reagents/catalysts: CC(C)(C)[O-].[Na+], CC(C1CCCC1P(C2CCCCC2)C3CCCCC3)P(C(C)(C)C)C(C)(C)C.C1CCCC1.[Fe], CC(=O)O.CC(=O)O.[Pd]. The reactants are C1(CCCO1)=O (γ-butyrolactone), [Li] (lithium), [Li+].CC(C)[N-]C(C)C (LDA), solution, C(C1=CC(=CC=C1)OC)=O (m-anisaldehyde). Run in O1CCCC1 (tetrahydrofuran), C1CCCCC1 (cyclohexane), O1CCCC1 (THF), O (water), C(C)(=O)OCC (ethyl acetate). Run at time 30 minute. The product is OC(C1C(OCC1)=O)C1=CC(=CC=C1)OC (3-[hydroxy(3-methoxyphenyl)methyl)-2-oxotetrahydrofuran). Yield: 96.5%. RXN SMILES: [C:1]1(=[O:6])[O:5][CH2:4][CH2:3][CH2:2]1.[Li].[Li+].CC([N-]C(C)C)C.[CH:16](=[O:25])[C:17]1[CH:22]=[CH:21][CH:20]=[C:19]([O:23][CH3:24])[CH:18]=1>O1CCCC1.C1CCCCC1.O.C(OCC)(=O)C>[OH:25][CH:16]([C:17]1[CH:22]=[CH:21][CH:20]=[C:19]([O:23][CH3:24])[CH:18]=1)[CH:2]1[CH2:3][CH2:4][O:5][C:1]1=[O:6] |f:2.3,^1:6|. Reported procedure: To a solution of γ-butyrolactone (3.0 g) in tetrahydrofuran (THF) (30 ml) was added lithium diisopronylamide (LDA) (28 ml, 1.5 M solution in cyclohexane) at -78° C. under N2, and then after 30 minutes, a solution of m-anisaldehyde (4.7 g) in THF (10 ml) was added in the solution. After being stirred for 2 hours at the same temperature, the solution was poured into the mixture of ethyl acetate and water. The organic layer was washed with 1N-HCl solution, sat. NaHCO3 and brine, dried over MgSO4, a... Starting materials: O=C(Cl)C(=O)Cl, C1COCCN1, ClCCl, CS(=O)(=O)c1ccc(C(CC2CCCC2)C(=O)Nc2ccn(CC(=O)O)n2)cc1Cl, Cc1cccc(C)n1. Product: CS(=O)(=O)c1ccc(C(CC2CCCC2)C(=O)Nc2ccn(CC(=O)N3CCOCC3)n2)cc1Cl. RXN SMILES: [C:31]([Cl:32])(=[O:33])[C:34]([Cl:35])=[O:36].[CH2:45]1[CH2:46][O:47][CH2:48][CH2:49][NH:50]1.[CH2:51]([Cl:52])[Cl:53].[Cl:1][c:2]1[cH:3][c:4]([CH:12]([C:13](=[O:14])[NH:15][c:16]2[n:17][n:18]([CH2:21][C:22](=[O:23])[OH:24])[cH:19][cH:20]2)[CH2:25][CH:26]2[CH2:27][CH2:28][CH2:29][CH2:30]2)[cH:5][cH:6][c:7]1[S:8](=[O:9])(=[O:10])[CH3:11].[n:37]1[c:38]([CH3:39])[cH:40][cH:41][cH:42][c:43]1[CH3:44]>>[Cl:1][c:2]1[cH:3][c:4]([CH:12]([C:13](=[O:14])[NH:15][c:16]2[n:17][n:18]([CH2:21][C:22](=[O:24])[N:50]3[CH2:45][CH2:46][O:47][CH2:48][CH2:49]3)[cH:19][cH:20]2)[CH2:25][CH:26]2[CH2:27][CH2:28][CH2:29][CH2:30]2)[cH:5][cH:6][c:7]1[S:8](=[O:9])(=[O:10])[CH3:11]. The reactants are CCn1cc(C(=O)O)c(=O)c2cc(F)c(F)c(F)c21, CCN(CC)CC1CCNC1, CC#N. Yields the product CCN(CC)CC1CCN(c2c(F)cc3c(=O)c(C(=O)O)cn(CC)c3c2F)C1. Reaction SMILES: [CH2:1]([CH3:2])[n:3]1[cH:4][c:5]([C:17](=[O:18])[OH:19])[c:6](=[O:16])[c:7]2[cH:8][c:9]([F:15])[c:10]([F:14])[c:11]([F:13])[c:12]12.[CH2:20]([CH3:21])[N:22]([CH2:23][CH:24]1[CH2:25][NH:26][CH2:27][CH2:28]1)[CH2:29][CH3:30].[CH3:31][C:32]#[N:33]>>[CH2:1]([CH3:2])[n:3]1[cH:4][c:5]([C:17](=[O:18])[OH:19])[c:6](=[O:16])[c:7]2[cH:8][c:9]([F:15])[c:10]([N:26]3[CH2:25][CH:24]([CH2:23][N:22]([CH2:20][CH3:21])[CH2:29][CH3:30])[CH2:28][CH2:27]3)[c:11]([F:13])[c:12]12. The reactants are [H-].[Na+] (sodium hydride), C(#N)C=1C=C2C=3CC(CCC3NC2=CC1)NC(C(C)C)=O (N-(6-cyano-2,3,4,9-tetrahydro-1H-carbazol-3-yl)-isobutyramide), ClCC1=NC=CC=C1F (2-chloromethyl-3-fluoro-pyridine). Run in CN(C=O)C (dimethylformamide), CN(C=O)C (dimethylformamide), C(C)(=O)OCC (ethyl acetate). Conditions: temperature 0 celsius, time 30 minute. Product: C(#N)C=1C=C2C=3CC(CCC3N(C2=CC1)CC1=NC=CC=C1F)NC(C(C)C)=O (N-[6-Cyano-9-(3-fluoro-pyridin-2-ylmethyl)-2,3,4,9-tetrahydro-1H-carbazol-3-yl]-isobutyramide). Yield: 38.0%. RXN SMILES: [H-].[Na+].[C:3]([C:5]1[CH:6]=[C:7]2[C:15](=[CH:16][CH:17]=1)[NH:14][C:13]1[CH2:12][CH2:11][CH:10]([NH:18][C:19](=[O:23])[CH:20]([CH3:22])[CH3:21])[CH2:9][C:8]2=1)#[N:4].Cl[CH2:25][C:26]1[C:31]([F:32])=[CH:30][CH:29]=[CH:28][N:27]=1>CN(C)C=O.C(OCC)(=O)C>[C:3]([C:5]1[CH:6]=[C:7]2[C:15](=[CH:16][CH:17]=1)[N:14]([CH2:25][C:26]1[C:31]([F:32])=[CH:30][CH:29]=[CH:28][N:27]=1)[C:13]1[CH2:12][CH2:11][CH:10]([NH:18][C:19](=[O:23])[CH:20]([CH3:21])[CH3:22])[CH2:9][C:8]2=1)#[N:4] |f:0.1|. Procedure: Suspend sodium hydride (60% suspension in mineral oil, 114 mg, 1.64 mmol) in dimethylformamide (7 mL) and cool to 0° C. Add a solution of N-(6-cyano-2,3,4,9-tetrahydro-1H-carbazol-3-yl)-isobutyramide (Preparation 3) (385 mg, 1.37 mmol) in dimethylformamide (3.5 mL). After several minutes, warm the reaction to room temperature, and stir for 30 min, after which time add 2-chloromethyl-3-fluoro-pyridine (Preparation 60). Stir the reaction overnight and then dilute with ethyl acetate (100 mL). Wash ...